Dataset: the Open Reaction Database (ORD), a public repository of structured organic reaction records. Task: describe an organic reaction: reactants, conditions, products, and yield The product is COc1ccc([N+](=O)[O-])c(F)c1. RXN SMILES: [CH3:21][Si:22]([CH:23]=[N+:24]=[N-:25])([CH3:26])[CH3:27].[CH3:28][C:29]#[N:30].[CH3:31][OH:32].[CH:12]([N:13]([CH:14]([CH3:15])[CH3:16])[CH2:17][CH3:18])([CH3:19])[CH3:20].[F:1][c:2]1[cH:3][c:4]([OH:11])[cH:5][cH:6][c:7]1[N+:8](=[O:9])[O-:10]>>[F:1][c:2]1[cH:3][c:4]([O:11][CH3:12])[cH:5][cH:6][c:7]1[N+:8](=[O:9])[O-:10]. Reactants: C[Si](C)(C)C=[N+]=[N-], CC#N, CO, CCN(C(C)C)C(C)C, O=[N+]([O-])c1ccc(O)cc1F. Reactants: CI, CO, [Na+], [OH-], O, N#CCc1c[nH]c2ccccc12. The product is Cn1cc(CC#N)c2ccccc21. As a reaction SMILES: [CH3:15][I:16].[CH3:18][OH:19].[Na+:2].[OH-:1].[OH2:17].[nH:3]1[cH:4][c:5]([CH2:12][C:13]#[N:14])[c:6]2[cH:7][cH:8][cH:9][cH:10][c:11]12>>[n:3]1([CH3:15])[cH:4][c:5]([CH2:12][C:13]#[N:14])[c:6]2[cH:7][cH:8][cH:9][cH:10][c:11]12. The reactants are C1(CCCCC1)CN1CCC(CC1)NC(C1=C(C=C(C(=C1)Cl)NC(C(F)(F)F)=O)OC)=O (N-(1-cyclohexylmethylpiperid-4-yl)-2-methoxy-4-trifluoroacetamido-5-chlorobenzamide), C(C)O (ethanol), [OH-].[Na+] (sodium hydroxide). Solvent: O (water). Reaction conditions: time 12 hour. Yields the product C1(CCCCC1)CN1CCC(CC1)NC(C1=C(C=C(C(=C1)Cl)N)OC)=O (N-(1-Cyclohexylmethylpiperid-4-yl)-2-methoxy-4-amino-5-chlorobenzamide). The yield is 77.4%. RXN SMILES: [CH:1]1([CH2:7][N:8]2[CH2:13][CH2:12][CH:11]([NH:14][C:15](=[O:32])[C:16]3[CH:21]=[C:20]([Cl:22])[C:19]([NH:23]C(=O)C(F)(F)F)=[CH:18][C:17]=3[O:30][CH3:31])[CH2:10][CH2:9]2)[CH2:6][CH2:5][CH2:4][CH2:3][CH2:2]1.C(O)C.[OH-].[Na+]>O>[CH:1]1([CH2:7][N:8]2[CH2:13][CH2:12][CH:11]([NH:14][C:15](=[O:32])[C:16]3[CH:21]=[C:20]([Cl:22])[C:19]([NH2:23])=[CH:18][C:17]=3[O:30][CH3:31])[CH2:10][CH2:9]2)[CH2:6][CH2:5][CH2:4][CH2:3][CH2:2]1 |f:2.3|. Procedure: A mixture of N-(1-cyclohexylmethylpiperid-4-yl)-2-methoxy-4-trifluoroacetamido-5-chlorobenzamide (8.1 g; 0.017 moles), ethanol (25 ml), water (15 ml) and 8 N sodium hydroxide aqueous solution (25 ml) was stirred for 12 hours at room temperature. After dilution with water, the mixture was extracted with chloroform and the chloroformic solution dried (Na2SO4) and evaporated in vacuo. N-(1-Cyclohexylmethylpiperid-4-yl)-2-methoxy-4-amino-5-chlorobenzamide (5 g) was obtained. It was converted into it... Reactants: NC1=C(C(=O)OC)C=CC(=C1)N (methyl 2,4-diaminobenzoate), P(Cl)(Cl)Cl (phosphorus trichloride), C(C=1C(O)=CC=CC1)(=O)O (salicylic acid). The solvent is N1=CC=CC=C1 (pyridine), N1=CC=CC=C1 (pyridine). Reaction conditions: temperature 90 celsius, time 1 hour. Product: C(C=1C(O)=CC=CC1)(=O)NC1=C(C(=O)OC)C=CC(=C1)NC(C=1C(O)=CC=CC1)=O (methyl 2,4-bis(salicylamido)-benzoate). The yield is 54.7%. As a reaction SMILES: [NH2:1][C:2]1[CH:11]=[C:10]([NH2:12])[CH:9]=[CH:8][C:3]=1[C:4]([O:6][CH3:7])=[O:5].P(Cl)(Cl)Cl.[C:17]([OH:26])(=O)[C:18]1[C:19](=[CH:21][CH:22]=[CH:23][CH:24]=1)[OH:20]>N1C=CC=CC=1>[C:17]([NH:1][C:2]1[CH:11]=[C:10]([NH:12][C:17](=[O:26])[C:18]2[C:19](=[CH:21][CH:22]=[CH:23][CH:24]=2)[OH:20])[CH:9]=[CH:8][C:3]=1[C:4]([O:6][CH3:7])=[O:5])(=[O:26])[C:18]1[C:19](=[CH:21][CH:22]=[CH:23][CH:24]=1)[OH:20]. Procedure: In 200 ml of pyridine was dissolved 8.3 g of methyl 2,4-diaminobenzoate, and to the solution was added a solution of 4.4 ml of phosphorus trichloride in 30 ml of pyridine under cooling with ice, followed by stirring at 50° to 70°C for one hour. To the mixture was added 21 g of salicylic acid was added, followed by heating at 90°C for three hours. After the cooling of the mixture by allowing it to stand, undissolved substances were filtered off and the filtrate was subjected to concentrate under ... The reactants are N(C(=N)N)C1=CC=C(C=C1)CC(=O)O (4-guanidino-phenylacetic acid), S(=O)(Cl)Cl (thionyl chloride). Run at temperature 0 celsius, time 15 minute. The product is Cl.N(C(=N)N)C1=CC=C(C=C1)CC(=O)Cl (4-guanidino-phenylacetyl chloride hydrochloride). Reaction SMILES: [NH:1]([C:5]1[CH:10]=[CH:9][C:8]([CH2:11][C:12]([OH:14])=O)=[CH:7][CH:6]=1)[C:2]([NH2:4])=[NH:3].S(Cl)([Cl:17])=O>>[ClH:17].[NH:1]([C:5]1[CH:10]=[CH:9][C:8]([CH2:11][C:12]([Cl:17])=[O:14])=[CH:7][CH:6]=1)[C:2]([NH2:4])=[NH:3] |f:2.3|. Procedure details: 21 g of 4-guanidino-phenylacetic acid were added to 200 ml of thionyl chloride that had been cooled to 0° C. After 15 minutes at 0° C, the whole was stirred for 15 minutes at room temperature, the product as precipitated with 500 ml of anhydrous ether, filtered off with suction, washed with anhydrous ether and dried under reduced pressure. 24.7 g of 4-guanidino-phenylacetyl chloride hydrochloride melting at 127° to 130° C were obtained. Reactants: CC(C)(N)C(=O)O, O=C(Cl)OCc1ccccc1, [Na+], [OH-], O. The product is CC(C)(NC(=O)OCc1ccccc1)C(=O)O. RXN SMILES: [CH3:1][C:2]([CH3:3])([NH2:4])[C:5]([OH:6])=[O:7].[Cl:10][C:11](=[O:12])[O:13][CH2:14][c:15]1[cH:16][cH:17][cH:18][cH:19][cH:20]1.[Na+:9].[OH-:8].[OH2:21]>>[CH3:1][C:2]([CH3:3])([NH:4][C:11](=[O:12])[O:13][CH2:14][c:15]1[cH:16][cH:17][cH:18][cH:19][cH:20]1)[C:5]([OH:6])=[O:7]. RXN SMILES: [CH3:11][CH2:12][OH:13].[CH3:17][C:18](=[O:19])[OH:20].[NH2:15][NH2:16].[O:1]=[C:2]1[CH2:3][CH2:4][c:5]2[cH:6][cH:7][cH:8][cH:9][c:10]21.[OH2:14]>>[C:2]1(=[N:15][NH2:16])[CH2:3][CH2:4][c:5]2[cH:6][cH:7][cH:8][cH:9][c:10]21. Yields the product NN=C1CCc2ccccc21. Starting materials: CCO, CC(=O)O, NN, O=C1CCc2ccccc21, O. Starting materials: FC1=NC=CC=C1C1=CC(=CN1)C=O (5-(2-fluoropyridin-3-yl)-1H-pyrrole-3-carbaldehyde), [H-].[Na+] (sodium hydride), FC1=C(C=CC=C1)S(=O)(=O)Cl (2-Fluorobenzenesulfonyl chloride), C1COCCOCCOCCOCCO1 (15-Crown-5). Run in O1CCCC1 (tetrahydrofuran), [Cl-].[Na+].O (brine). Conditions: time 10 minute. The product is FC1=C(C=CC=C1)S(=O)(=O)N1C=C(C=C1C=1C(=NC=CC1)F)C=O (1-[(2-fluorophenyl)sulfonyl]-5-(2-fluoropyridin-3-yl)-1H-pyrrole-3-carbaldehyde). Yield: 81.9%. Reaction SMILES: [F:1][C:2]1[C:7]([C:8]2[NH:12][CH:11]=[C:10]([CH:13]=[O:14])[CH:9]=2)=[CH:6][CH:5]=[CH:4][N:3]=1.[H-].[Na+].C1OCCOCCOCCOCCOC1.[F:32][C:33]1[CH:38]=[CH:37][CH:36]=[CH:35][C:34]=1[S:39](Cl)(=[O:41])=[O:40]>O1CCCC1.[Cl-].[Na+].O>[F:32][C:33]1[CH:38]=[CH:37][CH:36]=[CH:35][C:34]=1[S:39]([N:12]1[C:8]([C:7]2[C:2]([F:1])=[N:3][CH:4]=[CH:5][CH:6]=2)=[CH:9][C:10]([CH:13]=[O:14])=[CH:11]1)(=[O:41])=[O:40] |f:1.2,6.7.8|. Procedure: To a solution of 5-(2-fluoropyridin-3-yl)-1H-pyrrole-3-carbaldehyde (80 mg) in tetrahydrofuran (8 mL) was added sodium hydride (60% in oil, 34 mg) at room temperature, and the mixture was stirred for 10 min. 15-Crown-5 (186 mg) was added dropwise, and the mixture was stirred for 5 min. 2-Fluorobenzenesulfonyl chloride (123 mg) was added, and the mixture was further stirred for 1 hr. The reaction mixture was diluted with saturated brine, and extracted with ethyl acetate. The extract was washed wi... The reactants are CN(C=O)C (dimethylformamide), BrCCCO (3-bromo-1-propanol), C(C)[C@@H]1CC[C@H](CC1)C1=CC=C(C=C1)O (4-(trans-4-ethyl-cyclohexyl)phenol), C([O-])([O-])=O.[K+].[K+] (potassium carbonate). Solvent: C(C)(=O)OCC (ethyl acetate), O (water). The product is C(C)[C@@H]1CC[C@H](CC1)C1=CC=C(OC(CC)O)C=C1 (4-(trans-4-ethyl-cyclohexyl)phenoxypropanol). Isolated yield 67.0%. RXN SMILES: CN(C)C=O.[CH2:6]([C@H:8]1[CH2:13][CH2:12][C@H:11]([C:14]2[CH:19]=[CH:18][C:17]([OH:20])=[CH:16][CH:15]=2)[CH2:10][CH2:9]1)[CH3:7].C(=O)([O-])[O-].[K+].[K+].Br[CH2:28][CH2:29][CH2:30][OH:31]>C(OCC)(=O)C.O>[CH2:6]([C@H:8]1[CH2:9][CH2:10][C@H:11]([C:14]2[CH:15]=[CH:16][C:17]([O:20][CH:30]([OH:31])[CH2:29][CH3:28])=[CH:18][CH:19]=2)[CH2:12][CH2:13]1)[CH3:7] |f:2.3.4|. Reported procedure: In a 1-liter three-necked flask equipped with a condenser and a stirrer were placed 500 ml of dimethylformamide, 20.4 g (0.10 mol) of 4-(trans-4-ethyl-cyclohexyl)phenol and 41.4 g (0.30 mol) of potassium carbonate, followed by stirring at room temperature. Afterward, 18.1 g (0.13 mol) of 3-bromo-1-propanol was added thereto, and the solution was then vigorously stirred at 100° C. After reaction for 10 hours, this solution was poured into 2 liters of water, and extraction was then made with 1.5 l...